Dataset: the Open Reaction Database (ORD), a public repository of structured organic reaction records. Task: describe an organic reaction: reactants, conditions, products, and yield Reactants: CC1(OC[C@](O1)(C)C1=CN=C(S1)SC1=CC=C(C=C1)C(C)=O)C (4'-{5-[(4R)-2,2,4-trimethyl-1,3-dioxolan-4-yl]thiazol-2-ylthio}acetophenone), Cl.NO (hydroxylamine hydrochloride). The product is CC1(OC[C@](O1)(C)C1=CN=C(S1)SC1=CC=C(C=C1)/C(/C)=N/O)C ((E)-4'-{5-[(4R)-2,2,4-trimethyl-1,3-dioxolan-4-yl]thiazol-2-ylthio}acetophenone oxime). Isolated yield 82.0%. RXN SMILES: [CH3:1][C:2]1([CH3:23])[O:6][C@:5]([C:8]2[S:12][C:11]([S:13][C:14]3[CH:19]=[CH:18][C:17]([C:20](=O)[CH3:21])=[CH:16][CH:15]=3)=[N:10][CH:9]=2)([CH3:7])[CH2:4][O:3]1.Cl.[NH2:25][OH:26]>>[CH3:1][C:2]1([CH3:23])[O:6][C@:5]([C:8]2[S:12][C:11]([S:13][C:14]3[CH:19]=[CH:18][C:17](/[C:20](=[N:25]/[OH:26])/[CH3:21])=[CH:16][CH:15]=3)=[N:10][CH:9]=2)([CH3:7])[CH2:4][O:3]1 |f:1.2|. Procedure details: Using an analogous procedure to that described in Example 68, 4'-{5-[(4R)-2,2,4-trimethyl-1,3-dioxolan-4-yl]thiazol-2-ylthio}acetophenone was reacted with hydroxylamine hydrochloride to give (E)-4'-{5-[(4R)-2,2,4-trimethyl-1,3-dioxolan-4-yl]thiazol-2-ylthio}acetophenone oxime in 82% yield as a gum.